This data is from the Open Reaction Database (ORD), a public repository of structured organic reaction records. The task is: describe an organic reaction: reactants, conditions, products, and yield Starting materials: NC1=CC=C2CCC(NC2=C1)C (7-amino-2-methyl-1,2,3,4-tetrahydroquinoline). The reagents and catalysts are [Pd] (palladium/charcoal). Run in C=1(C(=CC=CC1)C)C (xylene). Yields the product NC1=CC=C2C=CC(=NC2=C1)C (7-Amino-2-methylquinoline), crude off-white solid. As a reaction SMILES: [NH2:1][C:2]1[CH:11]=[C:10]2[C:5]([CH2:6][CH2:7][CH:8]([CH3:12])[NH:9]2)=[CH:4][CH:3]=1>C1(C)C(C)=CC=CC=1.[Pd]>[NH2:1][C:2]1[CH:11]=[C:10]2[C:5]([CH:6]=[CH:7][C:8]([CH3:12])=[N:9]2)=[CH:4][CH:3]=1. Procedure details: A mixture of 7-amino-2-methyl-1,2,3,4-tetrahydroquinoline (D65) (86 mg) and wet 10% palladium/charcoal (25 mg) in xylene (20 ml) was heated at reflux for 3.5 h. After cooling to room temperature the catalyst was removed via filtration and washed with further xylene. Evaporation of the combined filtrate and washings gave the title compound as a crude off-white solid (87 mg) which was used in the next step without further purification. 1H NMR (400 MHz, CDCl3) δ (ppm): 7.87 (d, 1H), 7.56 (d, 1H), 7...